From a dataset of the Open Reaction Database (ORD), a public repository of structured organic reaction records. describe an organic reaction: reactants, conditions, products, and yield Starting materials: BrC1=CC(=NC(=C1)N)N (4-bromo-pyridine-2,6-diamine), C1(=C(C(=CC(=C1)C)C)S(=O)(=O)ON)C (O-mesitylene-sulfonylhydroxylamine), S1C(=CC=C1)C=O (2-thiophenecarboxaldehyde). Yields the product BrC1=CC=2N(C(=C1)N)N=C(N2)C=2SC=CC2 (7-Bromo-2-thiophen-2-yl-[1,2,4]triazolo[1,5-a]pyridin-5-ylamine). RXN SMILES: [Br:1][C:2]1[CH:7]=[C:6]([NH2:8])[N:5]=[C:4]([NH2:9])[CH:3]=1.C1(C)C=C(C)C=C(C)C=1S(O[NH2:22])(=O)=O.[S:24]1[CH:28]=[CH:27][CH:26]=[C:25]1[CH:29]=O>>[Br:1][C:2]1[CH:7]=[C:6]([NH2:8])[N:5]2[N:22]=[C:29]([C:25]3[S:24][CH:28]=[CH:27][CH:26]=3)[N:9]=[C:4]2[CH:3]=1. Reported procedure: The title compound, MS m/e (%): 297 (M++2, 100), was prepared in accordance with the general method of example 63 from 4-bromo-pyridine-2,6-diamine, O-mesitylene-sulfonylhydroxylamine, and 2-thiophenecarboxaldehyde. The purification was performed with reversed phase HPLC eluting with an acetonitrile/water gradient. The reactants are C(C)N1C(CC=2C=C3C(=CC12)C(CO3)=O)=O (5-ethyl-3,6-dioxo-2,3,6,7-tetrahydro-furo[2,3-f]indole), [BH4-].[Na+] (sodium borohydride), [H-] (hydride). Run in CO (methanol). Run at time 30 minute. Product: C(C)N1C(CC=2C=C3C(=CC12)C(CO3)O)=O (5-ethyl-3-hydroxy-6-oxo-2,3,6,7-tetrahydrofuro[2,3-f]indole). RXN SMILES: [CH2:1]([N:3]1[C:11]2[CH:10]=[C:9]3[C:12](=[O:15])[CH2:13][O:14][C:8]3=[CH:7][C:6]=2[CH2:5][C:4]1=[O:16])[CH3:2].[BH4-].[Na+].[H-]>CO>[CH2:1]([N:3]1[C:11]2[CH:10]=[C:9]3[CH:12]([OH:15])[CH2:13][O:14][C:8]3=[CH:7][C:6]=2[CH2:5][C:4]1=[O:16])[CH3:2] |f:1.2|. Procedure: To a slurry of 30 g. (0.138 mole) of 5-ethyl-3,6-dioxo-2,3,6,7-tetrahydro-furo[2,3-f]indole (Preparation A) in 1 l. of methanol cooled to 0° C. was added 5.24 g. (0.138 mole) of sodium borohydride. After 30 minutes an additional 2.6 g. (68.4 moles) of hydride was added and the reaction mixture allowed to stir for 1.5 hours. The reaction mixture was quenched by the addition of 50 ml. of a saturated brine solution and the resulting solution concentrated in vacuo. The residue was partitioned betwee... Reactants: BrCc1ccccc1, C1CCOC1, N#CC1CC1, CC(C)[N-]C(C)C, [Li+]. The product is N#CC1(Cc2ccccc2)CC1. Reaction SMILES: [Br:14][CH2:15][c:16]1[cH:17][cH:18][cH:19][cH:20][cH:21]1.[CH2:22]1[O:23][CH2:24][CH2:25][CH2:26]1.[CH:1]1([C:4]#[N:5])[CH2:2][CH2:3]1.[CH:6]([N-:7][CH:8]([CH3:9])[CH3:10])([CH3:11])[CH3:12].[Li+:13]>>[C:1]1([C:4]#[N:5])([CH2:15][c:16]2[cH:17][cH:18][cH:19][cH:20][cH:21]2)[CH2:2][CH2:3]1. Starting materials: ClCCCl, CC(C)S(N)(=O)=O, CN(C)c1ccncc1, CCOC(C)=O, CCOC(=O)c1c(C(C)C)nn(C2CC2)c1C1=Cc2cc(OC)ccc2-c2c(C3CCCCC3)c3ccc(C(=O)O)cc3n2C1, CC(Cl)Cl. Product: CCOC(=O)c1c(C(C)C)nn(C2CC2)c1C1=Cc2cc(OC)ccc2-c2c(C3CCCCC3)c3ccc(C(=O)NS(=O)(=O)C(C)C)cc3n2C1. RXN SMILES: [CH2:1]([Cl:2])[CH2:3][Cl:4].[CH3:50][CH:51]([CH3:52])[S:53](=[O:54])(=[O:55])[NH2:56].[CH3:57][N:58]([c:59]1[cH:60][cH:61][n:62][cH:63][cH:64]1)[CH3:65].[CH3:70][CH2:71][O:72][C:73]([CH3:74])=[O:75].[CH:5]1([c:11]2[c:12]3[cH:13][cH:14][c:15]([C:47](=[O:48])[OH:49])[cH:16][c:17]3[n:18]3[c:19]2-[c:20]2[c:21]([cH:41][c:42]([O:45][CH3:46])[cH:43][cH:44]2)[CH:22]=[C:23]([c:25]2[c:26]([C:36](=[O:37])[O:38][CH2:39][CH3:40])[c:27]([CH:33]([CH3:34])[CH3:35])[n:28][n:29]2[CH:30]2[CH2:31][CH2:32]2)[CH2:24]3)[CH2:6][CH2:7][CH2:8][CH2:9][CH2:10]1.[Cl:66][CH:67]([Cl:68])[CH3:69]>>[CH:5]1([c:11]2[c:12]3[cH:13][cH:14][c:15]([C:47](=[O:49])[NH:56][S:53]([CH:51]([CH3:50])[CH3:52])(=[O:54])=[O:55])[cH:16][c:17]3[n:18]3[c:19]2-[c:20]2[c:21]([cH:41][c:42]([O:45][CH3:46])[cH:43][cH:44]2)[CH:22]=[C:23]([c:25]2[c:26]([C:36](=[O:37])[O:38][CH2:39][CH3:40])[c:27]([CH:33]([CH3:34])[CH3:35])[n:28][n:29]2[CH:30]2[CH2:31][CH2:32]2)[CH2:24]3)[CH2:6][CH2:7][CH2:8][CH2:9][CH2:10]1. Starting materials: CO, ClCCl, Clc1nnc(Cc2ccncn2)c2ccccc12, Cl, Nc1ccc(Cl)cc1. Product: Clc1ccc(Nc2nnc(Cc3ccncn3)c3ccccc23)cc1. Reaction SMILES: [CH3:31][OH:32].[Cl:28][CH2:29][Cl:30].[Cl:2][c:3]1[n:4][n:5][c:6]([CH2:13][c:14]2[n:15][cH:16][n:17][cH:18][cH:19]2)[c:7]2[cH:8][cH:9][cH:10][cH:11][c:12]12.[ClH:1].[NH2:20][c:21]1[cH:22][cH:23][c:24]([Cl:25])[cH:26][cH:27]1>>[c:3]1([NH:20][c:21]2[cH:22][cH:23][c:24]([Cl:25])[cH:26][cH:27]2)[n:4][n:5][c:6]([CH2:13][c:14]2[n:15][cH:16][n:17][cH:18][cH:19]2)[c:7]2[cH:8][cH:9][cH:10][cH:11][c:12]12. The reactants are CC(C)(C)OC(=O)N1CC2CC1CN2, Cc1noc(C(Cl)(Cl)Cl)n1, Cc1ccccc1. The product is Cc1noc(N2CC3CC2CN3C(=O)OC(C)(C)C)n1. RXN SMILES: [C:11]([CH3:12])([CH3:13])([CH3:14])[O:15][C:16](=[O:17])[N:18]1[CH:19]2[CH2:20][NH:21][CH:22]([CH2:23]1)[CH2:24]2.[CH3:1][c:2]1[n:3][o:4][c:5]([C:7]([Cl:8])([Cl:9])[Cl:10])[n:6]1.[CH3:25][c:26]1[cH:27][cH:28][cH:29][cH:30][cH:31]1>>[CH3:1][c:2]1[n:3][o:4][c:5]([N:21]2[CH2:20][CH:19]3[N:18]([C:16]([O:15][C:11]([CH3:12])([CH3:13])[CH3:14])=[O:17])[CH2:23][CH:22]2[CH2:24]3)[n:6]1. Procedure details: Under nitrogen atmosphere, triphenylphosphine bound resin (0.41 g, 0.45 mmol, 1.12 mmol/g) was swelled in dichloromethane for 30 minutes. 3-(5-Methyl-3-phenylisoxazol-4-yl)-5H-[1,2,4]triazolo[3,4-a]isoindol-8-ol (0.1 g, 0.30 mmol) (prepared by Example 3 step (a)), 3-hydroxymethylpyridine (44 μl, 0.45 mmol, 1.5 eq.) and diethyl azodicarboxylate (71 μl, 0.45 mmol, 1.5 eq.) were added and the reaction was stirred at room temperature overnight. The resin was filtered off and washed with dichlorometh... RXN SMILES: C1(P(C2C=CC=CC=2)C2C=CC=CC=2)C=CC=CC=1.[CH3:20][C:21]1[O:25][N:24]=[C:23]([C:26]2[CH:31]=[CH:30][CH:29]=[CH:28][CH:27]=2)[C:22]=1[C:32]1[N:36]2[CH2:37][C:38]3[C:43]([C:35]2=[N:34][N:33]=1)=[CH:42][C:41]([OH:44])=[CH:40][CH:39]=3.O[CH2:46][C:47]1[CH:48]=[N:49][CH:50]=[CH:51][CH:52]=1.N(C(OCC)=O)=NC(OCC)=O>ClCCl>[CH3:20][C:21]1[O:25][N:24]=[C:23]([C:26]2[CH:31]=[CH:30][CH:29]=[CH:28][CH:27]=2)[C:22]=1[C:32]1[N:36]2[CH2:37][C:38]3[C:43]([C:35]2=[N:34][N:33]=1)=[CH:42][C:41]([O:44][CH2:46][C:47]1[CH:48]=[N:49][CH:50]=[CH:51][CH:52]=1)=[CH:40][CH:39]=3. The solvent is ClCCl (dichloromethane). Run at time 8 hour. Reactants: CC1=C(C(=NO1)C1=CC=CC=C1)C1=NN=C2N1CC1=CC=C(C=C21)O (3-(5-Methyl-3-phenylisoxazol-4-yl)-5H-[1,2,4]triazolo[3,4-a]isoindol-8-ol), OCC=1C=NC=CC1 (3-hydroxymethylpyridine), N(=NC(=O)OCC)C(=O)OCC (diethyl azodicarboxylate), C1(=CC=CC=C1)P(C1=CC=CC=C1)C1=CC=CC=C1 (triphenylphosphine). Yields the product CC1=C(C(=NO1)C1=CC=CC=C1)C1=NN=C2N1CC1=CC=C(C=C21)OCC=2C=NC=CC2 (3-(5-Methyl-3-phenylisoxazol-4-yl)-8-(pyridin-3-ylmethoxy)-5H-[1,2,4]triazolo[3,4-α]isoindole). The yield is 16.6%. Yields the product CCCc1cc(CNCCN2CCN(c3cccc(Cl)c3)CC2)nn1C(C)(C)C. Starting materials: CCCc1cc(C=O)nn1C(C)(C)C, NCCN1CCN(c2cccc(Cl)c2)CC1. Reaction SMILES: [CH2:17]([CH2:18][CH3:19])[c:20]1[cH:21][c:22]([CH:29]=[O:30])[n:23][n:24]1[C:25]([CH3:26])([CH3:27])[CH3:28].[Cl:1][c:2]1[cH:3][c:4]([N:8]2[CH2:9][CH2:10][N:11]([CH2:14][CH2:15][NH2:16])[CH2:12][CH2:13]2)[cH:5][cH:6][cH:7]1>>[Cl:1][c:2]1[cH:3][c:4]([N:8]2[CH2:9][CH2:10][N:11]([CH2:14][CH2:15][NH:16][CH2:29][c:22]3[cH:21][c:20]([CH2:17][CH2:18][CH3:19])[n:24]([C:25]([CH3:26])([CH3:27])[CH3:28])[n:23]3)[CH2:12][CH2:13]2)[cH:5][cH:6][cH:7]1. The reactants are C=O (formaldehyde), ClC1=C(CN2C=NC(=C2C)C)C=CC=C1 (1- (2′-chlorobenzyl)-4,5-dimethylimidazole). Run in C(C)(=O)O (acetic acid). Run at temperature 127.5 celsius. The product is ClC1=C(CN2C(=NC(=C2C)C)CO)C=CC=C1 (1-(2-chlorobenzyl)-4,5-dimethyl-2-hydroxymethylimidazole). Yield: 79.0%. RXN SMILES: [CH2:1]=[O:2].[Cl:3][C:4]1[CH:17]=[CH:16][CH:15]=[CH:14][C:5]=1[CH2:6][N:7]1[C:11]([CH3:12])=[C:10]([CH3:13])[N:9]=[CH:8]1>C(O)(=O)C>[Cl:3][C:4]1[CH:17]=[CH:16][CH:15]=[CH:14][C:5]=1[CH2:6][N:7]1[C:11]([CH3:12])=[C:10]([CH3:13])[N:9]=[C:8]1[CH2:1][OH:2]. Procedure: To a solution of 10 ml of glacial acetic acid and 10 ml of 37% formaldehyde is added 2.67 g (0.012 mol) of 1- (2′-chlorobenzyl)-4,5-dimethylimidazole. The mixture is stirred and heated in a sealed tube at 125-130° C. (oil bath temperature) overnight. After cooling, the solvent is evaporated in vacuo. The residue is subjected to chromatography on silica gel using dichloromethane-methanol (10:1) as eluant to give 2.39 g (9.5 mmol, 79%) of 1-(2-chlorobenzyl)-4,5-dimethyl-2-hydroxymethylimidazole as...